Dataset: the Open Reaction Database (ORD), a public repository of structured organic reaction records. Task: describe an organic reaction: reactants, conditions, products, and yield Starting materials: [OH-].[Na+] (sodium hydroxide), cis-epoxysuccinic acid disodium salt, N[C@@H](CC(=O)O)C(=O)O (L-aspartic acid). Solvent: O (water). Yields the product [Na+].[Na+].[Na+].[Na+].OC(C(C(=O)[O-])NC(C(=O)[O-])CC(=O)[O-])C(=O)[O-] (3-Hydroxy-2,2'-iminodisuccinic acid tetrasodium salt). Reaction SMILES: [OH-:1].[Na+:2].[NH2:3][C@H:4]([C:9]([OH:11])=[O:10])[CH2:5][C:6]([OH:8])=[O:7]>O>[Na+:2].[Na+:2].[Na+:2].[Na+:2].[OH:1][CH:4]([C:9]([O-:11])=[O:10])[CH:5]([NH:3][CH:4]([CH2:5][C:6]([O-:8])=[O:7])[C:9]([O-:11])=[O:10])[C:6]([O-:8])=[O:7] |f:0.1,4.5.6.7.8|. Reported procedure: 8.0 g (0.2 mol) sodium hydroxide and then 17.6 g (0.1 mol) cis-epoxysuccinic acid disodium salt were added with stirring at room temperature to 13.3 g (0.1 mol) L-aspartic acid in 50 ml water. The clear, pale yellow solution was heated under reflux for 8 hours. The solvent was then removed in a rotary evaporator (vacuum). 3-Hydroxy-2,2'-iminodisuccinic acid tetrasodium salt (B1) in the form of a C(3) epimer mixture was obtained in a yield of 36.8 g. According to 1H-NMR, the colorless solid conta... Starting materials: c1ccc(C2CO2)cc1, [H][H]. Product: OCCc1ccccc1. RXN SMILES: [CH2:1]1[O:2][CH:3]1[c:4]1[cH:5][cH:6][cH:7][cH:8][cH:9]1.[H:10][H:11]>>[CH2:1]([OH:2])[CH2:3][c:4]1[cH:5][cH:6][cH:7][cH:8][cH:9]1. The reactants are CCN=C=NCCCN(C)C, ClCCl, Cn1ccc2ccc(C(=O)O)cc21, CCO, CN(C)c1ccncc1, Cl. Yields the product CCOC(=O)c1ccc2ccn(C)c2c1. RXN SMILES: [CH2:15]([CH3:16])[N:17]=[C:18]=[N:19][CH2:20][CH2:21][CH2:22][N:23]([CH3:24])[CH3:25].[CH2:29]([Cl:30])[Cl:31].[CH3:1][n:2]1[cH:3][cH:4][c:5]2[cH:6][cH:7][c:8]([C:11](=[O:12])[OH:13])[cH:9][c:10]12.[CH3:26][CH2:27][OH:28].[CH3:32][N:33]([CH3:34])[c:35]1[cH:36][cH:37][n:38][cH:39][cH:40]1.[ClH:14]>>[CH3:1][n:2]1[cH:3][cH:4][c:5]2[cH:6][cH:7][c:8]([C:11]([O:12][CH2:15][CH3:16])=[O:13])[cH:9][c:10]12.